Dataset: the Open Reaction Database (ORD), a public repository of structured organic reaction records. Task: describe an organic reaction: reactants, conditions, products, and yield Starting materials: BrC=1C=NC=C(C1)C1NCCC1 (3-bromo-5-(2-pyrrolidinyl)pyridine), N1=CC=CC=C1 (pyridine), C(C)(=O)OC(C)=O (acetic anhydride). The solvent is C(Cl)Cl (DCM). Run at time 2.5 hour. Yields the product BrC=1C=C(C=NC1)C1N(CCC1)C(C)=O (1-[2-(5-bromo-pyridin-3-yl)-pyrrolidin-1-yl]-ethanone). Yield: 132.0%. RXN SMILES: [Br:1][C:2]1[CH:3]=[N:4][CH:5]=[C:6]([CH:8]2[CH2:12][CH2:11][CH2:10][NH:9]2)[CH:7]=1.N1C=CC=CC=1.[C:19](OC(=O)C)(=[O:21])[CH3:20]>C(Cl)Cl>[Br:1][C:2]1[CH:7]=[C:6]([CH:8]2[CH2:12][CH2:11][CH2:10][N:9]2[C:19](=[O:21])[CH3:20])[CH:5]=[N:4][CH:3]=1. Procedure: To a solution of 3-bromo-5-(2-pyrrolidinyl)pyridine (200 mg, 0.881 mmol) and pyridine (0.2 mL, 1.96 mmol) in DCM (1 mL) in a 8-mL vial is added acetic anhydride (0.093 mL, 0.969 mmol) dropwise. The mixture is stirred at room temperature for 2.5 h. The mixture is concentrated. The resulting crude product is purified by normal phase chromatography using 0-4.5% MeOH in DCM as the gradient to afford 1-[2-(5-bromo-pyridin-3-yl)-pyrrolidin-1-yl]-ethanone (313 mg, 83% yield). Reactants: BrC1=CC=C(C(CC2C(CCC2)=O)=O)C=C1 (2-(p-bromophenacyl)cyclopentanone), NC1=CC=C(C(C(=O)O)=C1)O (5-aminosalicylic acid). Run in C(C)(=O)O (acetic acid). The product is BrC1=CC=C(C=C1)C1=CC2=C(N1C1=CC(=C(C=C1)O)C(=O)O)CCC2 (2-(4-Bromophenyl)-1(3-carboxy-4-hydroxyphenyl)-1,4,5,6-tetrahydrocyclopenta[b]pyrrole). Reaction SMILES: [Br:1][C:2]1[CH:16]=[CH:15][C:5]([C:6](=O)[CH2:7][CH:8]2[CH2:12][CH2:11][CH2:10][C:9]2=O)=[CH:4][CH:3]=1.[NH2:17][C:18]1[CH:26]=[C:22]([C:23]([OH:25])=[O:24])[C:21]([OH:27])=[CH:20][CH:19]=1>C(O)(=O)C>[Br:1][C:2]1[CH:16]=[CH:15][C:5]([C:6]2[N:17]([C:18]3[CH:19]=[CH:20][C:21]([OH:27])=[C:22]([C:23]([OH:25])=[O:24])[CH:26]=3)[C:9]3[CH2:10][CH2:11][CH2:12][C:8]=3[CH:7]=2)=[CH:4][CH:3]=1. Procedure: A solution of 20.8 g. (0.07 mole) of 2-(p-bromophenacyl)cyclopentanone, 10.71 g. (0.07 mole) of 5-aminosalicylic acid, and 88 ml. of glacial acetic acid was heated under reflux under nitrogen for 31/2 hours, cooled and filtered. The collected solid was chromatographed on silica gel. The solid eluted with benzene was recrystallized from ethanol-water to provide tan crystals, m.p. 215°-216°.